This data is from the Open Reaction Database (ORD), a public repository of structured organic reaction records. The task is: describe an organic reaction: reactants, conditions, products, and yield Reactants: C(C)(=O)OCC (ethyl acetate), C([O-])([O-])=O.[K+].[K+] (potassium carbonate), C(CC(=O)OC)(=O)OC (dimethyl malonate), C1(CC1)C=1OC=2C(N1)=C(C(=C(C2F)C2=CC=CC=C2)C)C#N (2-Cyclopropyl-7-fluoro-5-methyl-6-phenyl-1,3-benzoxazole-4-carbonitrile). Run in O (water), CS(=O)C (dimethyl sulfoxide). Run at temperature 90 celsius, time 14 hour. Yields the product C(#N)C1=C(C(=C(C2=C1N=C(O2)C2CC2)C(C(=O)OC)C(=O)OC)C2=CC=CC=C2)C (Dimethyl 2-(4-cyano-2-cyclopropyl-5-methyl-6-phenyl-1,3-benzoxazol-7-yl)malonate). Yield: 77.4%. RXN SMILES: [CH:1]1([C:4]2[O:5][C:6]3[C:7](=[C:9]([C:21]#[N:22])[C:10]([CH3:20])=[C:11]([C:14]4[CH:19]=[CH:18][CH:17]=[CH:16][CH:15]=4)[C:12]=3F)[N:8]=2)[CH2:3][CH2:2]1.C(=O)([O-])[O-].[K+].[K+].[C:29]([O:36][CH3:37])(=[O:35])[CH2:30][C:31]([O:33][CH3:34])=[O:32].C(OCC)(=O)C>CS(C)=O.O>[C:21]([C:9]1[C:7]2[N:8]=[C:4]([CH:1]3[CH2:3][CH2:2]3)[O:5][C:6]=2[C:12]([CH:30]([C:29]([O:36][CH3:37])=[O:35])[C:31]([O:33][CH3:34])=[O:32])=[C:11]([C:14]2[CH:19]=[CH:18][CH:17]=[CH:16][CH:15]=2)[C:10]=1[CH3:20])#[N:22] |f:1.2.3|. Procedure: 2-Cyclopropyl-7-fluoro-5-methyl-6-phenyl-1,3-benzoxazole-4-carbonitrile (I-173) (2.69 g, 9.20 mmol) was dissolved in dimethyl sulfoxide (50 ml), then at room temperature, potassium carbonate (3.82 g, 27.61 mmol) and dimethyl malonate (2.1 ml, 18.41 mmol) were added. The solution was stirred under nitrogen atmosphere at 90° C. for 14 hours. The reaction liquid was cooled to room temperature, then ethyl acetate and water were added to the reaction liquid, followed by vigorously stirring for 10 min... Reactants: NC1=CC=C(C=C)C=C1 (p-aminostyrene), C1(=CC=CC=C1)N=C=O (phenyl isocyanate). Run in C(Cl)(Cl)Cl (Chloroform). The product is C=CC1=CC=CC=C1.C1(=CC=CC=C1)NC(=O)N (Phenyl Urea Styrene). As a reaction SMILES: [NH2:1][C:2]1[CH:9]=[CH:8][C:5]([CH:6]=[CH2:7])=[CH:4][CH:3]=1.[C:10]1([N:16]=[C:17]=[O:18])[CH:15]=[CH:14][CH:13]=[CH:12][CH:11]=1>C(Cl)(Cl)Cl>[CH2:7]=[CH:6][C:5]1[CH:8]=[CH:9][CH:2]=[CH:3][CH:4]=1.[C:10]1([NH:16][C:17]([NH2:1])=[O:18])[CH:15]=[CH:14][CH:13]=[CH:12][CH:11]=1 |f:3.4|. Procedure: 5.00 g (42.0 mmol) of p-aminostyrene (99% Tokyo Kasei) was added to a 250 ml round bottom flask. After ten minutes of mixing, 5.00 g (42.0 mmol) of phenyl isocyanate (99% Aldrich) was added dropwise. Within seconds, a yellow precipitate formed. Chloroform (20 ml) was added to aid stirring. The precipitate was filtered to remove the reaction liquid, then washed with 20 ml of chloroform resulting in a pale yellow powder (8.60 g, 86.0 % crude yield, mp=213° C.). Starting materials: C(C)(=O)OC1C2=CC(=C(C(=C2C2=CC(CC[C@@]12CCC)=O)Cl)Cl)OCC(=O)OCC (ethyl [(9-acetoxy-5,6-dichloro-3-oxo-9a(R)-propyl-2,3,9,9a-tetrahydro-1H-fluoren-7-yl)oxy]acetate), CO (methanol), [OH-].[Na+] (sodium hydroxide), Cl (HCl). The solvent is O (water). Run at temperature 25 celsius, time 4 hour. The product is ClC1=C2C3=CC(CC[C@]3(C(C2=CC(=C1Cl)OCC(=O)O)O)CCC)=O ([(5,6-dichloro-9-hydroxy-3-oxo-9a(R)-propyl-2,3,9,9a-tetrahydro-1H-fluoren-7-yl)oxy]acetic acid). RXN SMILES: C([O:4][CH:5]1[C@@:17]2([CH2:18][CH2:19][CH3:20])[C:12](=[CH:13][C:14](=[O:21])[CH2:15][CH2:16]2)[C:11]2[C:6]1=[CH:7][C:8]([O:24][CH2:25][C:26]([O:28]CC)=[O:27])=[C:9]([Cl:23])[C:10]=2[Cl:22])(=O)C.CO.[OH-].[Na+].Cl>O>[Cl:22][C:10]1[C:9]([Cl:23])=[C:8]([O:24][CH2:25][C:26]([OH:28])=[O:27])[CH:7]=[C:6]2[C:11]=1[C:12]1[C@:17]([CH2:18][CH2:19][CH3:20])([CH:5]2[OH:4])[CH2:16][CH2:15][C:14](=[O:21])[CH:13]=1 |f:2.3|. Reported procedure: A mixture of ethyl [(9-acetoxy-5,6-dichloro-3-oxo-9a(R)-propyl-2,3,9,9a-tetrahydro-1H-fluoren-7-yl)oxy]acetate (4.27 g, 0.0094 mol), methanol (75 ml) and 1N sodium hydroxide (21 ml) was stirred at 25° C. for 4 hours, diluted with water (250 ml), acidified with HCl and extracted with ether and methylene chloride. The combined organic extracts were combined, washed with H2O, dried over MgSO4 and evaporated in vacuo to give [(5,6-dichloro-9-hydroxy-3-oxo-9a(R)-propyl-2,3,9,9a-tetrahydro-1H-fluoren-... Starting materials: ClC(Cl)(Cl)Cl, CC(C)Oc1ccc(C(C)(C)c2ccc(O)cc2)cc1, CC(C)(C)OCl. The product is CC(C)Oc1ccc(C(C)(C)c2ccc(O)c(Cl)c2)cc1. As a reaction SMILES: [C:27]([Cl:28])([Cl:29])([Cl:30])[Cl:31].[CH:1]([CH3:2])([CH3:3])[O:4][c:5]1[cH:6][cH:7][c:8]([C:11]([CH3:12])([CH3:13])[c:14]2[cH:15][cH:16][c:17]([OH:20])[cH:18][cH:19]2)[cH:9][cH:10]1.[Cl:21][O:22][C:23]([CH3:24])([CH3:25])[CH3:26]>>[CH:1]([CH3:2])([CH3:3])[O:4][c:5]1[cH:6][cH:7][c:8]([C:11]([CH3:12])([CH3:13])[c:14]2[cH:15][c:16]([Cl:21])[c:17]([OH:20])[cH:18][cH:19]2)[cH:9][cH:10]1. Reactants: COC(=O)c1cc(-c2nc(-c3ccccc3)cs2)c(SC)s1, N. The product is CSc1sc(C(N)=O)cc1-c1nc(-c2ccccc2)cs1. As a reaction SMILES: [CH3:2][S:3][c:4]1[c:5](-[c:13]2[s:14][cH:15][c:16](-[c:18]3[cH:19][cH:20][cH:21][cH:22][cH:23]3)[n:17]2)[cH:6][c:7]([C:9](=[O:10])[O:11][CH3:12])[s:8]1.[NH3:1]>>[NH2:1][C:9]([c:7]1[cH:6][c:5](-[c:13]2[s:14][cH:15][c:16](-[c:18]3[cH:19][cH:20][cH:21][cH:22][cH:23]3)[n:17]2)[c:4]([S:3][CH3:2])[s:8]1)=[O:10]. Reactants: COC(CC=1C=C(C(=CC1)OC)C1=C(C=C(C=C1)C(F)(F)F)CNC)=O ((6-methoxy-2′-methylaminomethyl-4′-trifluoromethyl-biphenyl-3-yl)-acetic acid methyl ester), ClC(=O)OCC1=CC=CC=C1 (benzyl chloroformate). The product is COC(CC=1C=C(C(=CC1)OC)C1=C(C=C(C=C1)C(F)(F)F)CN(C)C(=O)OCC1=CC=CC=C1)=O ({2′-[(Benzyloxycarbonyl-methyl-amino)-methyl]-6-methoxy-4′-trifluoromethyl-biphenyl-3-yl}-acetic acid methyl ester). Reaction SMILES: [CH3:1][O:2][C:3](=[O:26])[CH2:4][C:5]1[CH:6]=[C:7]([C:13]2[CH:18]=[CH:17][C:16]([C:19]([F:22])([F:21])[F:20])=[CH:15][C:14]=2[CH2:23][NH:24][CH3:25])[C:8]([O:11][CH3:12])=[CH:9][CH:10]=1.Cl[C:28]([O:30][CH2:31][C:32]1[CH:37]=[CH:36][CH:35]=[CH:34][CH:33]=1)=[O:29]>>[CH3:1][O:2][C:3](=[O:26])[CH2:4][C:5]1[CH:6]=[C:7]([C:13]2[CH:18]=[CH:17][C:16]([C:19]([F:21])([F:20])[F:22])=[CH:15][C:14]=2[CH2:23][N:24]([C:28]([O:30][CH2:31][C:32]2[CH:37]=[CH:36][CH:35]=[CH:34][CH:33]=2)=[O:29])[CH3:25])[C:8]([O:11][CH3:12])=[CH:9][CH:10]=1. Procedure: Prepared according to the procedure described in Example 23, Step 1, using the following starting materials: (6-methoxy-2′-methylaminomethyl-4′-trifluoromethyl-biphenyl-3-yl)-acetic acid methyl ester and benzyl chloroformate.